Dataset: the Open Reaction Database (ORD), a public repository of structured organic reaction records. Task: describe an organic reaction: reactants, conditions, products, and yield Reactants: CC[Zn]CC, C=C(C)CC(O)C(C)(C)N1COC(C)=C(c2ccccc2)C1=O, ClCCl, Cl, ICI. The product is CC1=C(c2ccccc2)C(=O)N(C(C)(C)C(O)CC2(C)CC2)CO1. As a reaction SMILES: [CH2:1]([Zn:2][CH2:3][CH3:4])[CH3:5].[CH3:6][C:7]1=[C:8]([c:23]2[cH:24][cH:25][cH:26][cH:27][cH:28]2)[C:9](=[O:22])[N:10]([C:13]([CH3:14])([CH:15]([CH2:16][C:17](=[CH2:18])[CH3:19])[OH:20])[CH3:21])[CH2:11][O:12]1.[Cl:33][CH2:34][Cl:35].[ClH:32].[I:29][CH2:30][I:31]>>[CH3:1][C:17]1([CH2:16][CH:15]([C:13]([N:10]2[C:9](=[O:22])[C:8]([c:23]3[cH:24][cH:25][cH:26][cH:27][cH:28]3)=[C:7]([CH3:6])[O:12][CH2:11]2)([CH3:14])[CH3:21])[OH:20])[CH2:18][CH2:19]1. Reactants: [Br-], CC#N, Cl, Cc1c(F)c(N)cc([N+](=O)[O-])c1F, CC(C)(C)ON=O. Yields the product Cc1c(F)c(Br)cc([N+](=O)[O-])c1F. RXN SMILES: [Br-:1].[CH3:23][C:24]#[N:25].[ClH:22].[F:9][c:10]1[c:11]([NH2:12])[cH:13][c:14]([N+:19](=[O:20])[O-:21])[c:15]([F:18])[c:16]1[CH3:17].[N:2]([O:3][C:4]([CH3:5])([CH3:6])[CH3:7])=[O:8]>>[Br:1][c:11]1[c:10]([F:9])[c:16]([CH3:17])[c:15]([F:18])[c:14]([N+:19](=[O:20])[O-:21])[cH:13]1. Reactants: ClCCl (dichloromethane), COC=1C=C(C(=O)N2CC(CC2)(C2=CC=CC=C2)CCN2CCC(CC2)C(=O)C2=NC3=C(N2)C=CC=C3)C=C(C1OC)OC (1-(3,4,5-trimethoxy-benzoyl)-3-[2-[4-[1 H-benzoimidazole-2-carbonyl]-piperidin-1-yl]-ethyl]-3-phenyl-pyrrolidine), C(C)(=O)OCC.CO (ethyl acetate methanol), methyl (4-bromomethyl)benzoate, N12CCCCCC2=NCCC1 (1,8-diazabicyclo[5.4.0]undec-7-ene). Solvent: C(C)(=O)OCC (ethyl acetate), C(C)#N (acetonitrile). Run at time 72 hour. The product is COC=1C=C(C(=O)N2CC(CC2)(C2=CC=CC=C2)CCN2CCC(CC2)C(=O)C2=NC3=C(N2CC2=CC=C(C=C2)C(=O)OC)C=CC=C3)C=C(C1OC)OC (1-(3,4,5-Trimethoxy-benzoyl)-3-[2-[4-[1-(4-methoxycarbonyl-benzyl)-1 H-benzoimidazole-2-carbonyl]-piperidin-1-yl]-ethyl]-3-phenyl-pyrrolidine). As a reaction SMILES: [CH3:1][O:2][C:3]1[CH:4]=[C:5]([CH:38]=[C:39]([O:43][CH3:44])[C:40]=1[O:41][CH3:42])[C:6]([N:8]1[CH2:12][CH2:11][C:10]([CH2:19][CH2:20][N:21]2[CH2:26][CH2:25][CH:24]([C:27]([C:29]3[NH:33][C:32]4[CH:34]=[CH:35][CH:36]=[CH:37][C:31]=4[N:30]=3)=[O:28])[CH2:23][CH2:22]2)([C:13]2[CH:18]=[CH:17][CH:16]=[CH:15][CH:14]=2)[CH2:9]1)=[O:7].N12CCCN=[C:51]1[CH2:50][CH2:49][CH2:48][CH2:47]C2.[C:56]([O:59][CH2:60]C)(=[O:58])[CH3:57].CO.Cl[CH2:65]Cl>C(#N)C.C(OCC)(=O)C>[CH3:1][O:2][C:3]1[CH:4]=[C:5]([CH:38]=[C:39]([O:43][CH3:44])[C:40]=1[O:41][CH3:42])[C:6]([N:8]1[CH2:12][CH2:11][C:10]([CH2:19][CH2:20][N:21]2[CH2:26][CH2:25][CH:24]([C:27]([C:29]3[N:30]([CH2:65][C:49]4[CH:48]=[CH:47][C:57]([C:56]([O:59][CH3:60])=[O:58])=[CH:51][CH:50]=4)[C:31]4[CH:37]=[CH:36][CH:35]=[CH:34][C:32]=4[N:33]=3)=[O:28])[CH2:23][CH2:22]2)([C:13]2[CH:14]=[CH:15][CH:16]=[CH:17][CH:18]=2)[CH2:9]1)=[O:7] |f:2.3|. Procedure: Combine 1-(3,4,5-trimethoxy-benzoyl)-3-[2-[4-[1 H-benzoimidazole-2-carbonyl]-piperidin-1-yl]-ethyl]-3-phenyl-pyrrolidine (1.0 g, 1.69 mmol), methyl (4-bromomethyl)benzoate (1.55 g, 6.76 mmol), and 1,8-diazabicyclo[5.4.0]undec-7-ene (2.06 g, 13.52 mmol) in acetonitrile (20 mL). Heat to reflux. After 72 hours, dilute the reaction mixture with ethyl acetate and extract three times with saturated aqueous ammonium chloride solution, saturated aqueous sodium bicarbonate solution, water, and saturated ... Reactants: CC(C)(C)c1ccc(O)c(C=O)c1, CN(C)c1ccncc1, COc1cc2nccc(Cl)c2cc1OC, Clc1ccccc1, O. The product is COc1cc2nccc(Oc3ccc(C(C)(C)C)cc3C=O)c2cc1OC. As a reaction SMILES: [C:16]([CH3:17])([CH3:18])([CH3:19])[c:20]1[cH:21][cH:22][c:23]([OH:28])[c:24]([CH:25]=[O:26])[cH:27]1.[CH3:30][N:31]([CH3:32])[c:33]1[cH:34][cH:35][n:36][cH:37][cH:38]1.[Cl:1][c:2]1[cH:3][cH:4][n:5][c:6]2[cH:7][c:8]([O:14][CH3:15])[c:9]([O:12][CH3:13])[cH:10][c:11]12.[Cl:39][c:40]1[cH:41][cH:42][cH:43][cH:44][cH:45]1.[OH2:29]>>[c:2]1([O:28][c:23]2[cH:22][cH:21][c:20]([C:16]([CH3:17])([CH3:18])[CH3:19])[cH:27][c:24]2[CH:25]=[O:26])[cH:3][cH:4][n:5][c:6]2[cH:7][c:8]([O:14][CH3:15])[c:9]([O:12][CH3:13])[cH:10][c:11]12. Starting materials: CCO, O=c1ccc(C(c2ccccc2)c2ccccc2)cn1CCCl, CCOC(=O)Cn1ccc2c(N)cccc21, O. The product is CCOC(=O)Cn1ccc2c(NCCn3cc(C(c4ccccc4)c4ccccc4)ccc3=O)cccc21. RXN SMILES: [CH3:41][CH2:42][OH:43].[Cl:17][CH2:18][CH2:19][n:20]1[c:21](=[O:39])[cH:22][cH:23][c:24]([CH:26]([c:27]2[cH:28][cH:29][cH:30][cH:31][cH:32]2)[c:33]2[cH:34][cH:35][cH:36][cH:37][cH:38]2)[cH:25]1.[NH2:1][c:2]1[c:3]2[cH:4][cH:5][n:6]([CH2:11][C:12](=[O:13])[O:14][CH2:15][CH3:16])[c:7]2[cH:8][cH:9][cH:10]1.[OH2:40]>>[NH:1]([c:2]1[c:3]2[cH:4][cH:5][n:6]([CH2:11][C:12](=[O:13])[O:14][CH2:15][CH3:16])[c:7]2[cH:8][cH:9][cH:10]1)[CH2:18][CH2:19][n:20]1[c:21](=[O:39])[cH:22][cH:23][c:24]([CH:26]([c:27]2[cH:28][cH:29][cH:30][cH:31][cH:32]2)[c:33]2[cH:34][cH:35][cH:36][cH:37][cH:38]2)[cH:25]1. The reactants are C(CC)P1(OP(OP(O1)(=O)CCC)(=O)CCC)=O (T3P), [Si](C)(C)(C(C)(C)C)OCC(CC(=O)O)CN1C=C2N(C(N(C(C2=C1C1=CC(=CC=C1)F)=O)C)=O)C (4-((tert-butyldimethylsilyl)oxy)-3-((5-(3-fluorophenyl)-1,3-dimethyl-2,4-dioxo-3,4-dihydro-1H-pyrrolo[3,4-d]pyrimidin-6(2H)-yl)methyl)butanoic acid), CCN(C(C)C)C(C)C (DIPEA), Cl.CNOC (N,O-dimethylhydroxylamine hydrochloride). The solvent is CN(C)C=O (DMF), C(C)(=O)OCC (ethyl acetate). Reaction conditions: time 30 minute. Product: [Si](C)(C)(C(C)(C)C)OCC(CC(=O)N(C)OC)CN1C=C2N(C(N(C(C2=C1C1=CC(=CC=C1)F)=O)C)=O)C (4-((tert-Butyldimethylsilyl)oxy)-3-((5-(3-fluorophenyl)-1,3-dimethyl-2,4-dioxo-3,4-dihydro-1H-pyrrolo[3,4-d]pyrimidin-6(2H)-yl)methyl)-N-methoxy-N-methylbutanamide). Reaction SMILES: C(P1(=O)OP(CCC)(=O)OP(CCC)(=O)O1)CC.[Si:19]([O:26][CH2:27][CH:28]([CH2:33][N:34]1[C:42]([C:43]2[CH:48]=[CH:47][CH:46]=[C:45]([F:49])[CH:44]=2)=[C:41]2[C:36]([N:37]([CH3:53])[C:38](=[O:52])[N:39]([CH3:51])[C:40]2=[O:50])=[CH:35]1)[CH2:29][C:30](O)=[O:31])([C:22]([CH3:25])([CH3:24])[CH3:23])([CH3:21])[CH3:20].CCN(C(C)C)C(C)C.Cl.[CH3:64][NH:65][O:66][CH3:67]>CN(C=O)C.C(OCC)(=O)C>[Si:19]([O:26][CH2:27][CH:28]([CH2:33][N:34]1[C:42]([C:43]2[CH:48]=[CH:47][CH:46]=[C:45]([F:49])[CH:44]=2)=[C:41]2[C:36]([N:37]([CH3:53])[C:38](=[O:52])[N:39]([CH3:51])[C:40]2=[O:50])=[CH:35]1)[CH2:29][C:30]([N:65]([O:66][CH3:67])[CH3:64])=[O:31])([C:22]([CH3:24])([CH3:25])[CH3:23])([CH3:20])[CH3:21] |f:3.4|. Procedure details: T3P® (2.62 mL, 4.5 mmol) was added to a suspension of 4-((tert-butyldimethylsilyl)oxy)-3-((5-(3-fluorophenyl)-1,3-dimethyl-2,4-dioxo-3,4-dihydro-1H-pyrrolo[3,4-d]pyrimidin-6(2H)-yl)methyl)butanoic acid (1.13 g, 2.2 mmol), DIPEA (2.16 mL, 12.3 mmol) and N,O-dimethylhydroxylamine hydrochloride (263 mg, 2.7 mmol) in DMF (8 mL) at 0° C. The mixture was stirred at room temperature for 30 minutes. The reaction was diluted with ethyl acetate (40 mL) and was washed with water (1×20 mL), 1M HCl(aq) (1×20... Starting materials: C1CCOC1 (THF), solution, COC=1C=C(C=CC1CN1CCCC1)C(=O)C=1C2=C(SC1N(C)C)C=C(C=C2)OCC2=CC=CC=C2 (6-benzyloxy-2-(dimethylamino)benzo[b]thiophen-3-yl 3-methoxy-4-[(1-pyrrolidinyl)methyl]phenyl ketone), C1CCOC1 (THF), [F-].C(CCC)[N+](CCCC)(CCCC)CCCC (tetrabutylammonium fluoride). Run at temperature 0 celsius, time 2 hour. Product: COC=1C=C(C=CC1CN1CCCC1)C(=O)C=1C2=C(SC1C1=CC=C(C=C1)O)C=C(C=C2)OCC2=CC=CC=C2 (6-Benzyloxy-2-[4-hydroxyphenyl]benzo[b]thiophen-3-yl 3-Methoxy-4-[(1-pyrrolidinyl)methyl]phenyl Ketone). Isolated yield 100.0%. Reaction SMILES: [CH3:1][O:2][C:3]1[CH:4]=[C:5]([C:15]([C:17]2[C:18]3[CH:28]=[CH:27][C:26]([O:29][CH2:30][C:31]4[CH:36]=[CH:35][CH:34]=[CH:33][CH:32]=4)=[CH:25][C:19]=3[S:20][C:21]=2N(C)C)=[O:16])[CH:6]=[CH:7][C:8]=1[CH2:9][N:10]1[CH2:14][CH2:13][CH2:12][CH2:11]1.[F-].[CH2:38]([N+](CCCC)(CCCC)CCCC)[CH2:39]CC.[CH2:55]1[CH2:59][O:58][CH2:57][CH2:56]1>>[CH3:1][O:2][C:3]1[CH:4]=[C:5]([C:15]([C:17]2[C:18]3[CH:28]=[CH:27][C:26]([O:29][CH2:30][C:31]4[CH:32]=[CH:33][CH:34]=[CH:35][CH:36]=4)=[CH:25][C:19]=3[S:20][C:21]=2[C:59]2[CH:55]=[CH:56][C:57]([OH:58])=[CH:39][CH:38]=2)=[O:16])[CH:6]=[CH:7][C:8]=1[CH2:9][N:10]1[CH2:11][CH2:12][CH2:13][CH2:14]1 |f:1.2|. Procedure details: Magnesium turnings (0.24 g) were placed in a two-neck 100 mL round-bottom flask fitted with a reflux condenser and a magnetic stir bar. The whole apparatus was flame-dried and allowed to cool to ambient temperature. Dry THF (17 mL) and a small crystal of iodine were then introduced followed by slow addition of 4-bromophenyl triisopropylsilyl ether (3.5 g) while stirring at ambient temperature. The reaction mixture was warmed to a gentle reflux for 1 h or until the magnesium turnings were complet... Reactants: [Si](C)(C)(C(C)(C)C)O[C@@H]1CC[C@H](CC1)N1N=CC(=C1)C1=C2C(=C(N=C1)N)OC(=C2C)Cl (4-[1-(trans-4-{[tert-butyl(dimethyl)silyl]oxy}cyclohexyl)-1H-pyrazol-4-yl]-2-chloro-3-methylfuro[2,3-c]pyridin-7-amine), CC1(OB(OC1(C)C)C1=CC=CC=2N=NSC21)C (7-(4,4,5,5-tetramethyl-1,3,2-dioxaborolan-2-yl)-1,2,3-benzothiadiazole). Reagents/catalysts: C=1C=CC(=CC1)[P](C=2C=CC=CC2)(C=3C=CC=CC3)[Pd]([P](C=4C=CC=CC4)(C=5C=CC=CC5)C=6C=CC=CC6)([P](C=7C=CC=CC7)(C=8C=CC=CC8)C=9C=CC=CC9)[P](C=1C=CC=CC1)(C=1C=CC=CC1)C=1C=CC=CC1 (Pd(PPh3)4). Run in O1CCOCC1 (1,4-dioxane), C([O-])([O-])=O.[Na+].[Na+] (sodium carbonate). Product: NC=1N=CC(=C2C1OC(=C2C)C2=CC=CC=1N=NSC12)C=1C=NN(C1)[C@@H]1CC[C@H](CC1)O (trans-4-{4-[7-amino-2-(1,2,3-benzothiadiazol-7-yl)-3-methylfuro[2,3-c]pyridin-4-yl]-1H-pyrazol-1-yl}cyclohexanol). Isolated yield 27.6%. Reaction SMILES: [Si]([O:8][C@H:9]1[CH2:14][CH2:13][C@H:12]([N:15]2[CH:19]=[C:18]([C:20]3[CH:25]=[N:24][C:23]([NH2:26])=[C:22]4[O:27][C:28](Cl)=[C:29]([CH3:30])[C:21]=34)[CH:17]=[N:16]2)[CH2:11][CH2:10]1)(C(C)(C)C)(C)C.CC1(C)C(C)(C)OB([C:40]2[C:48]3[S:47][N:46]=[N:45][C:44]=3[CH:43]=[CH:42][CH:41]=2)O1>O1CCOCC1.C(=O)([O-])[O-].[Na+].[Na+].C1C=CC([P]([Pd]([P](C2C=CC=CC=2)(C2C=CC=CC=2)C2C=CC=CC=2)([P](C2C=CC=CC=2)(C2C=CC=CC=2)C2C=CC=CC=2)[P](C2C=CC=CC=2)(C2C=CC=CC=2)C2C=CC=CC=2)(C2C=CC=CC=2)C2C=CC=CC=2)=CC=1>[NH2:26][C:23]1[N:24]=[CH:25][C:20]([C:18]2[CH:17]=[N:16][N:15]([C@H:12]3[CH2:11][CH2:10][C@H:9]([OH:8])[CH2:14][CH2:13]3)[CH:19]=2)=[C:21]2[C:29]([CH3:30])=[C:28]([C:40]3[C:48]4[S:47][N:46]=[N:45][C:44]=4[CH:43]=[CH:42][CH:41]=3)[O:27][C:22]=12 |f:3.4.5,^1:65,67,86,105|. Procedure details: A solution of 4-[1-(trans-4-{[tert-butyl(dimethyl)silyl]oxy}cyclohexyl)-1H-pyrazol-4-yl]-2-chloro-3-methylfuro[2,3-c]pyridin-7-amine (20 mg, 0.043 mmol), 7-(4,4,5,5-tetramethyl-1,3,2-dioxaborolan-2-yl)-1,2,3-benzothiadiazole (12.5 mg, 0.0477 mmol), and Pd(PPh3)4 (5.0 mg, 0.0043 mmol) in 1,4-dioxane (0.2 mL) and 1.0 M aqueous sodium carbonate (0.2 mL) was heated to 120° C. in a microwave for 60 min. The organic phase was separated, treated with 12 M aqueous HCl (0.071 mL) at 40° C. for 1 h, and t... The reactants are CCN(CC)CCC(=O)O, CCN(C(C)C)C(C)C, ClCCl, Cl, CCNC(=O)C(c1ccccc1)N1CCN(c2ccc(N)cc2F)CC1. Yields the product CCNC(=O)C(c1ccccc1)N1CCN(c2ccc(NC(=O)CCN(CC)CC)cc2F)CC1. As a reaction SMILES: [CH2:28]([CH3:29])[N:30]([CH2:31][CH2:32][C:33](=[O:34])[OH:35])[CH2:36][CH3:37].[CH:38]([N:39]([CH2:40][CH3:41])[CH:42]([CH3:43])[CH3:44])([CH3:45])[CH3:46].[Cl:47][CH2:48][Cl:49].[ClH:27].[NH2:1][c:2]1[cH:3][c:4]([F:26])[c:5]([N:8]2[CH2:9][CH2:10][N:11]([CH:14]([C:15](=[O:16])[NH:17][CH2:18][CH3:19])[c:20]3[cH:21][cH:22][cH:23][cH:24][cH:25]3)[CH2:12][CH2:13]2)[cH:6][cH:7]1>>[NH:1]([c:2]1[cH:3][c:4]([F:26])[c:5]([N:8]2[CH2:9][CH2:10][N:11]([CH:14]([C:15](=[O:16])[NH:17][CH2:18][CH3:19])[c:20]3[cH:21][cH:22][cH:23][cH:24][cH:25]3)[CH2:12][CH2:13]2)[cH:6][cH:7]1)[C:33]([CH2:32][CH2:31][N:30]([CH2:28][CH3:29])[CH2:36][CH3:37])=[O:34].